This data is from the Open Reaction Database (ORD), a public repository of structured organic reaction records. The task is: describe an organic reaction: reactants, conditions, products, and yield Reactants: O=C([O-])[O-], CS(=O)(=O)c1nc(C(F)(F)F)cc(C(F)(F)F)n1, Cc1cc(O)ccc1[N+](=O)[O-], CC#N, [K+], [K+]. Yields the product Cc1cc(Oc2nc(C(F)(F)F)cc(C(F)(F)F)n2)ccc1[N+](=O)[O-]. Reaction SMILES: [C:30](=[O:31])([O-:32])[O-:33].[CH3:12][S:13](=[O:14])(=[O:15])[c:16]1[n:17][c:18]([C:26]([F:27])([F:28])[F:29])[cH:19][c:20]([C:22]([F:23])([F:24])[F:25])[n:21]1.[CH3:1][c:2]1[cH:3][c:4]([OH:5])[cH:6][cH:7][c:8]1[N+:9]([O-:10])=[O:11].[CH3:36][C:37]#[N:38].[K+:34].[K+:35]>>[CH3:1][c:2]1[cH:3][c:4]([O:5][c:16]2[n:17][c:18]([C:26]([F:27])([F:28])[F:29])[cH:19][c:20]([C:22]([F:23])([F:24])[F:25])[n:21]2)[cH:6][cH:7][c:8]1[N+:9]([O-:10])=[O:11]. The reactants are [OH-].[Na+] (Sodium hydroxide), C(C)OC(=O)C1=C(C=2N=NC=CC2N1C)NC1=C(C=C(C=C1)I)F (7-(2-fluoro-4-iodo-phenylamino)-5-methyl-5H-pyrrolo[3,2-c]pyridazine-6-carboxylic acid ethyl ester), C=1C=CC2=C(C1)N=NN2O (HOBT), CCN=C=NCCCN(C)C (EDCI), CCN(C(C)C)C(C)C (DIPEA), C(=C)OCCON (O-(2-vinyloxy-ethyl)-hydroxylamine). Solvent: IMS, C1CCOC1 (THF). Reaction conditions: temperature 70 celsius, time 72 hour. The product is C(=C)OCCONC(=O)C1=C(C=2N=NC=CC2N1C)NC1=C(C=C(C=C1)I)F (7-(2-Fluoro-4-iodo-phenylamino)-5-methyl-5H-pyrrolo[3,2-c]pyridazine-6-carboxylic acid (2-vinyloxy-ethoxy)-amide). Yield: 54.1%. RXN SMILES: [OH-].[Na+].C(O[C:6]([C:8]1[N:16]([CH3:17])[C:15]2[CH:14]=[CH:13][N:12]=[N:11][C:10]=2[C:9]=1[NH:18][C:19]1[CH:24]=[CH:23][C:22]([I:25])=[CH:21][C:20]=1[F:26])=[O:7])C.C1C=CC2N(O)N=NC=2C=1.CCN=C=NCCCN(C)C.CCN(C(C)C)C(C)C.[CH:57]([O:59][CH2:60][CH2:61][O:62][NH2:63])=[CH2:58]>C1COCC1>[CH:57]([O:59][CH2:60][CH2:61][O:62][NH:63][C:6]([C:8]1[N:16]([CH3:17])[C:15]2[CH:14]=[CH:13][N:12]=[N:11][C:10]=2[C:9]=1[NH:18][C:19]1[CH:24]=[CH:23][C:22]([I:25])=[CH:21][C:20]=1[F:26])=[O:7])=[CH2:58] |f:0.1|. Reported procedure: Sodium hydroxide (0.9 mL, 1M) was added to a suspension of 7-(2-fluoro-4-iodo-phenylamino)-5-methyl-5H-pyrrolo[3,2-c]pyridazine-6-carboxylic acid ethyl ester (242 mg, 0.55 mmol) in IMS (10 ml) and the reaction heated at 70° C. for 2 hours. The reaction mixture was concentrated in vacuo and the residue azeotroped with toluene (×3) to give a solid. The resultant crude solid was suspended in THF and HOBT (103 mg, 0.77 mmol), EDCI (136 mg, 0.69 mmol), DIPEA (0.144 ml, 0.83 mmol) and O-(2-vinyloxy-et... The reactants are OC1CN2C(C(CCCCCC=CC3CC3(NC(C2C1)=O)C(=O)NS(=O)(=O)C1CC1)NC(=O)OC(C)(C)C)=O (18-hydroxy-14-tert-butoxycarbonylamino-4-cyclopropylsulfonylaminocarbonyl-2,15-dioxo-3,16-diazatricyclo[14.3.0.04,6]-nonadec-7-ene), C1OC=2C=C(C(=O)Cl)C=CC2O1 (3,4-methylenedioxybenzoyl chloride). Yields the product C1OC=2C=C(C(=O)OC3CN4C(C(CCCCCC=CC5CC5(NC(C4C3)=O)C(=O)NS(=O)(=O)C3CC3)NC(=O)OC(C)(C)C)=O)C=CC2O1 (18-(3,4-methylenedioxybenzoyloxy)-14-tert-butoxycarbonylamino-4-cyclopropylsulfonylaminocarbonyl-2,15-dioxo-3,16-diazatricyclo-[14.3.0.04,6]-nonadec-7-ene). Isolated yield 35.1%. RXN SMILES: [OH:1][CH:2]1[CH2:20][CH:19]2[N:4]([C:5](=[O:39])[CH:6]([NH:31][C:32]([O:34][C:35]([CH3:38])([CH3:37])[CH3:36])=[O:33])[CH2:7][CH2:8][CH2:9][CH2:10][CH2:11][CH:12]=[CH:13][CH:14]3[C:16]([C:22]([NH:24][S:25]([CH:28]4[CH2:30][CH2:29]4)(=[O:27])=[O:26])=[O:23])([NH:17][C:18]2=[O:21])[CH2:15]3)[CH2:3]1.[CH2:40]1[O:51][C:50]2[CH:49]=[CH:48][C:44]([C:45](Cl)=[O:46])=[CH:43][C:42]=2[O:41]1>>[CH2:40]1[O:51][C:50]2[CH:49]=[CH:48][C:44]([C:45]([O:1][CH:2]3[CH2:20][CH:19]4[N:4]([C:5](=[O:39])[CH:6]([NH:31][C:32]([O:34][C:35]([CH3:36])([CH3:38])[CH3:37])=[O:33])[CH2:7][CH2:8][CH2:9][CH2:10][CH2:11][CH:12]=[CH:13][CH:14]5[C:16]([C:22]([NH:24][S:25]([CH:28]6[CH2:30][CH2:29]6)(=[O:27])=[O:26])=[O:23])([NH:17][C:18]4=[O:21])[CH2:15]5)[CH2:3]3)=[O:46])=[CH:43][C:42]=2[O:41]1. Reported procedure: Prepared by way of method I using 18-hydroxy-14-tert-butoxycarbonylamino-4-cyclopropylsulfonylaminocarbonyl-2,15-dioxo-3,16-diazatricyclo[14.3.0.04,6]-nonadec-7-ene (100 mg, 0.175 mmol) and 3,4-methylenedioxybenzoyl chloride (65 μL, 0.35 mmol). The final trituration (diethyl ether/hexane) and filtration gave 44 mg (35%) of 18-(3,4-methylenedioxybenzoyloxy)-14-tert-butoxycarbonylamino-4-cyclopropylsulfonylaminocarbonyl-2,15-dioxo-3,16-diazatricyclo-[14.3.0.04,6]-nonadec-7-ene as a white powder: 9... Starting materials: [OH-].[Li+] (Lithium hydroxide), Cl (hydrochloric acid), C1(CCC1)C(OC1=CC=C(C(=O)OC)C=C1)C1=C(OC(=C1)C1=CC=CC=C1)C (methyl 4-[cyclobutyl(2-methyl-5-phenylfuran-3-yl)methoxy]benzoate), O (water). The solvent is CO (methanol), O1CCCC1 (tetrahydrofuran). Conditions: temperature 60 celsius, time 2 hour. Yields the product C1(CCC1)C(OC1=CC=C(C(=O)O)C=C1)C1=C(OC(=C1)C1=CC=CC=C1)C (4-[cyclobutyl(2-methyl-5-phenylfuran-3-yl)methoxy]benzoic acid). Isolated yield 47.0%. RXN SMILES: [CH:1]1([CH:5]([C:17]2[CH:21]=[C:20]([C:22]3[CH:27]=[CH:26][CH:25]=[CH:24][CH:23]=3)[O:19][C:18]=2[CH3:28])[O:6][C:7]2[CH:16]=[CH:15][C:10]([C:11]([O:13]C)=[O:12])=[CH:9][CH:8]=2)[CH2:4][CH2:3][CH2:2]1.[OH-].[Li+].O.Cl>CO.O1CCCC1>[CH:1]1([CH:5]([C:17]2[CH:21]=[C:20]([C:22]3[CH:27]=[CH:26][CH:25]=[CH:24][CH:23]=3)[O:19][C:18]=2[CH3:28])[O:6][C:7]2[CH:16]=[CH:15][C:10]([C:11]([OH:13])=[O:12])=[CH:9][CH:8]=2)[CH2:4][CH2:3][CH2:2]1 |f:1.2|. Reported procedure: To a solution of cyclobutyl(2-methyl-5-phenylfuran-3-yl)methanol (364 mg) obtained by the above-mentioned reaction and methyl 4-hydroxybenzoate (274 mg) in tetrahydrofuran (20 mL) were added tributylphosphine (0.7 mL) and 1,1′-(azodicarbonyl)dipiperidine (757 mg), and the mixture was stirred at room temperature overnight. The solvent was evaporated under reduced pressure, and the residue was purified by silica gel column (0% ethyl acetate/hexane to 12% ethyl acetate/hexane) to give methyl 4-[cyc...